This data is from the Open Reaction Database (ORD), a public repository of structured organic reaction records. The task is: describe an organic reaction: reactants, conditions, products, and yield The reactants are CCN(CC)c1ccccc1, C#CCOc1ccc(Oc2ccccc2)cc1. Yields the product C1=Cc2cc(Oc3ccccc3)ccc2OC1. Reaction SMILES: [CH2:18]([N:19]([CH2:20][CH3:21])[c:22]1[cH:23][cH:24][cH:25][cH:26][cH:27]1)[CH3:28].[CH2:1]([C:2]#[CH:3])[O:4][c:5]1[cH:6][cH:7][c:8]([O:11][c:12]2[cH:13][cH:14][cH:15][cH:16][cH:17]2)[cH:9][cH:10]1>>[CH2:1]1[CH:2]=[CH:3][c:6]2[c:5]([cH:10][cH:9][c:8]([O:11][c:12]3[cH:13][cH:14][cH:15][cH:16][cH:17]3)[cH:7]2)[O:4]1. Starting materials: [Al+3], Brc1ccccc1SC1CC1, [Cl-], [Cl-], [Cl-], ClCCl, CCOC(=O)C(=O)Cl, O. Yields the product CCOC(=O)C(=O)c1ccc(SC2CC2)c(Br)c1. RXN SMILES: [Al+3:2].[Br:13][c:14]1[c:15]([S:20][CH:21]2[CH2:22][CH2:23]2)[cH:16][cH:17][cH:18][cH:19]1.[Cl-:1].[Cl-:3].[Cl-:4].[Cl:25][CH2:26][Cl:27].[Cl:5][C:6]([C:7](=[O:8])[O:9][CH2:10][CH3:11])=[O:12].[OH2:24]>>[C:6]([C:7](=[O:8])[O:9][CH2:10][CH3:11])(=[O:12])[c:18]1[cH:17][cH:16][c:15]([S:20][CH:21]2[CH2:22][CH2:23]2)[c:14]([Br:13])[cH:19]1. Starting materials: BrCC(=O)OCC (ethyl bromoacetate), O=C1NCSC1 (4-oxothiazolidine), [H-].[Na+] (sodium hydride). The solvent is O1CCCC1 (tetrahydrofuran), O1CCCC1 (tetrahydrofuran). Yields the product O=C1N(CSC1)CC(=O)OCC (ethyl 4-oxo-3-thiazolidinylacetate). As a reaction SMILES: [O:1]=[C:2]1[CH2:6][S:5][CH2:4][NH:3]1.[H-].[Na+].Br[CH2:10][C:11]([O:13][CH2:14][CH3:15])=[O:12]>O1CCCC1>[O:1]=[C:2]1[CH2:6][S:5][CH2:4][N:3]1[CH2:10][C:11]([O:13][CH2:14][CH3:15])=[O:12] |f:1.2|. Reported procedure: A solution of 4-oxothiazolidine (50 g) in tetrahydrofuran (900 ml) was added dropwise to a suspension of sodium hydride (60% dispersion in mineral oil) (22.6 g) in tetrahydrofuran (850 ml) at room temperature and the mixture was allowed to warm up to reflux temperature. After the mixture was refluxed for an additional 30 minutes, ethyl bromoacetate (60 ml) was added dropwise under that condition. The mixture was refluxed further 1 hour and then cooled. Insoluble materials were removed by filtrat...